From a dataset of the Open Reaction Database (ORD), a public repository of structured organic reaction records. describe an organic reaction: reactants, conditions, products, and yield The reactants are N#Cc1ccc(OCCCBr)cc1, [K+], [K+], O=C([O-])[O-], CN(C)C=O, O, N#Cc1ccc2oc(-c3cccc(O)c3)cc2c1. The product is N#Cc1ccc(OCCCOc2cccc(-c3cc4cc(C#N)ccc4o3)c2)cc1. Reaction SMILES: [Br:25][CH2:26][CH2:27][CH2:28][O:29][c:30]1[cH:31][cH:32][c:33]([C:34]#[N:35])[cH:36][cH:37]1.[K+:19].[K+:20].[O-:21][C:22]([O-:23])=[O:24].[O:39]=[CH:40][N:41]([CH3:42])[CH3:43].[OH2:38].[OH:1][c:2]1[cH:3][c:4](-[c:8]2[o:9][c:10]3[c:11]([cH:12]2)[cH:13][c:14]([C:17]#[N:18])[cH:15][cH:16]3)[cH:5][cH:6][cH:7]1>>[O:1]([c:2]1[cH:3][c:4](-[c:8]2[o:9][c:10]3[c:11]([cH:12]2)[cH:13][c:14]([C:17]#[N:18])[cH:15][cH:16]3)[cH:5][cH:6][cH:7]1)[CH2:26][CH2:27][CH2:28][O:29][c:30]1[cH:31][cH:32][c:33]([C:34]#[N:35])[cH:36][cH:37]1. Reactants: C(#N)[K], c1(c(cc(c(c1)C)C=O)F)Br. The reagents and catalysts are c1ccc(cc1)-c2c3ccccc3cc4ccccc24 (9-Phenylanthracene), Pd(OAc)2/Only, C(O[Pd]OC(C)=O)(C)=O (Pd(OAc)2). Solvent: CS(=O)C (DMSO). Run at temperature 100 celsius, time 18 hour. Product: Cc1cc(Br)c(F)cc1C=O. As a reaction SMILES: [K]C#N.[CH3:1][c:2]1[c:9]([CH:10]=[O:11])[cH:8][c:6]([F:7])[c:4]([Br:5])[cH:3]1>>[CH3:1][c:2]1[c:9]([CH:10]=[O:11])[cH:8][c:6]([F:7])[c:4]([Br:5])[cH:3]1. Reactants: COCOC(CCO[Si](c1ccccc1)(c1ccccc1)C(C)(C)C)C(C(=O)NNC(=O)OC(C)(C)C)c1cc(F)c(F)c(F)c1, CCCC[N+](CCCC)(CCCC)CCCC, C1CCOC1, CCOC(C)=O, [Cl-], [F-], [NH4+]. The product is COCOC(CCO)C(C(=O)NNC(=O)OC(C)(C)C)c1cc(F)c(F)c(F)c1. RXN SMILES: [C:19]([Si:20]([c:21]1[cH:22][cH:23][cH:53][cH:54][cH:55]1)([O:24][CH2:25][CH2:26][CH:27]([CH:28]([C:29](=[O:30])[NH:31][NH:32][C:33](=[O:34])[O:35][C:36]([CH3:37])([CH3:38])[CH3:39])[c:40]1[cH:41][c:42]([F:48])[c:43]([F:47])[c:44]([F:46])[cH:45]1)[O:49][CH2:50][O:51][CH3:52])[c:56]1[cH:57][cH:58][cH:59][cH:60][cH:61]1)([CH3:62])([CH3:63])[CH3:64].[CH2:2]([N+:3]([CH2:4][CH2:5][CH2:6][CH3:7])([CH2:8][CH2:9][CH2:10][CH3:11])[CH2:12][CH2:13][CH2:14][CH3:15])[CH2:16][CH2:17][CH3:18].[CH2:73]1[O:74][CH2:75][CH2:76][CH2:77]1.[CH3:65][CH2:66][O:67][C:68](=[O:69])[CH3:70].[Cl-:71].[F-:1].[NH4+:72]>>[OH:24][CH2:25][CH2:26][CH:27]([CH:28]([C:29](=[O:30])[NH:31][NH:32][C:33](=[O:34])[O:35][C:36]([CH3:37])([CH3:38])[CH3:39])[c:40]1[cH:41][c:42]([F:48])[c:43]([F:47])[c:44]([F:46])[cH:45]1)[O:49][CH2:50][O:51][CH3:52]. The reactants are ClC=1C=C(C=CC1)N(S(=O)(=O)C=1C=C2CC(NC2=CC1)=O)C (2-Oxo-2,3-dihydro-1H-indole-5-sulfonic acid (3-chloro-phenyl)-methyl-amide), O=C1OCCC=2C1=CNC2C=O (4-oxo-2,4,6,7-tetrahydro-pyrano[3,4-c]pyrrole-1-carbaldehyde). Yields the product ClC=1C=C(C=CC1)N(S(=O)(=O)C=1C=C2C(C(NC2=CC1)=O)=CC1=C2C(=CN1)C(OCC2)=O)C (2-Oxo-3-(4-oxo-2,4,6,7-tetrahydro-pyrano[3,4-c]pyrrol-1-ylmethylene)-2,3-dihydro-1H-indole-5-sulfonic acid (3-chloro-phenyl)-methyl-amide). As a reaction SMILES: [Cl:1][C:2]1[CH:3]=[C:4]([N:8]([CH3:22])[S:9]([C:12]2[CH:13]=[C:14]3[C:18](=[CH:19][CH:20]=2)[NH:17][C:16](=[O:21])[CH2:15]3)(=[O:11])=[O:10])[CH:5]=[CH:6][CH:7]=1.[O:23]=[C:24]1[C:29]2=[CH:30][NH:31][C:32]([CH:33]=O)=[C:28]2[CH2:27][CH2:26][O:25]1>>[Cl:1][C:2]1[CH:3]=[C:4]([N:8]([CH3:22])[S:9]([C:12]2[CH:13]=[C:14]3[C:18](=[CH:19][CH:20]=2)[NH:17][C:16](=[O:21])[C:15]3=[CH:33][C:32]2[NH:31][CH:30]=[C:29]3[C:24](=[O:23])[O:25][CH2:26][CH2:27][C:28]=23)(=[O:11])=[O:10])[CH:5]=[CH:6][CH:7]=1. Reported procedure: 2-Oxo-2,3-dihydro-1H-indole-5-sulfonic acid (3-chloro-phenyl)-methyl-amide was condensed with 4-oxo-2,4,6,7-tetrahydro-pyrano[3,4-c]pyrrole-1-carbaldehyde to give the title compound. Starting materials: COC1=C(CN(S(=O)(=O)C2=C(C=C(C(=C2)F)O[C@@H]2[C@H](CCC2)C2=CC=NN2C)F)C2=NC=NC=C2)C=CC(=C1)OC (N-(2,4-dimethoxybenzyl)-2,5-difluoro-4-{[(1S*,2R*)-2-(1-methyl-1H-pyrazol-5-yl)cyclopentyl]oxy}-N-(pyrimidin-4-yl)benzenesulfonamide). Solvent: CCCCCC.C(C)(C)O (hexane isopropanol). Yields the product COC1=C(CN(S(=O)(=O)C2=C(C=C(C(=C2)F)O[C@H]2[C@@H](CCC2)C2=CC=NN2C)F)C2=NC=NC=C2)C=CC(=C1)OC (N-(2,4-Dimethoxybenzyl)-2,5-difluoro-4-{[(1R,2S)-2-(1-methyl-1H-pyrazol-5-yl)cyclopentyl]oxy}-N-(pyrimidin-4-yl)benzenesulfonamide). As a reaction SMILES: [CH3:1][O:2][C:3]1[CH:39]=[C:38]([O:40][CH3:41])[CH:37]=[CH:36][C:4]=1[CH2:5][N:6]([C:30]1[CH:35]=[CH:34][N:33]=[CH:32][N:31]=1)[S:7]([C:10]1[CH:15]=[C:14]([F:16])[C:13]([O:17][C@H:18]2[CH2:22][CH2:21][CH2:20][C@@H:19]2[C:23]2[N:27]([CH3:28])[N:26]=[CH:25][CH:24]=2)=[CH:12][C:11]=1[F:29])(=[O:9])=[O:8]>CCCCCC.C(O)(C)C>[CH3:1][O:2][C:3]1[CH:39]=[C:38]([O:40][CH3:41])[CH:37]=[CH:36][C:4]=1[CH2:5][N:6]([C:30]1[CH:35]=[CH:34][N:33]=[CH:32][N:31]=1)[S:7]([C:10]1[CH:15]=[C:14]([F:16])[C:13]([O:17][C@@H:18]2[CH2:22][CH2:21][CH2:20][C@H:19]2[C:23]2[N:27]([CH3:28])[N:26]=[CH:25][CH:24]=2)=[CH:12][C:11]=1[F:29])(=[O:8])=[O:9] |f:1.2|. Reported procedure: The N-(2,4-dimethoxybenzyl)-2,5-difluoro-4-{[(1S*,2R*)-2-(1-methyl-1H-pyrazol-5-yl)cyclopentyl]oxy}-N-(pyrimidin-4-yl)benzenesulfonamide prepared in Example 14c was optically resolved with CHIRALPAK AD (Daicel Corp.; hexane/isopropanol=4:1), to yield the title compound as a colorless oil.